From a dataset of the Open Reaction Database (ORD), a public repository of structured organic reaction records. describe an organic reaction: reactants, conditions, products, and yield Reactants: BrC=1C=CC(=C2C(N(CC12)C)=O)NC1=NC(=NC=C1C(F)(F)F)NC1=CC=C(CP(OCC)(OCC)=O)C=C1 (diethyl [4-({4-[(7-bromo-2-methyl-3-oxo-2,3-dihydro-1H-isoindol-4-yl)amino]-5-(trifluoromethyl)pyrimidin-2-yl}amino)benzyl]phosphonate), CN(C)C=O (DMF). Reagents/catalysts: [C-]#N.[Zn+2].[C-]#N (zinc cyanide), C=1C=CC(=CC1)[P](C=2C=CC=CC2)(C=3C=CC=CC3)[Pd]([P](C=4C=CC=CC4)(C=5C=CC=CC5)C=6C=CC=CC6)([P](C=7C=CC=CC7)(C=8C=CC=CC8)C=9C=CC=CC9)[P](C=1C=CC=CC1)(C=1C=CC=CC1)C=1C=CC=CC1 (Pd(PPh3)4). The product is C(#N)C=1C=CC(=C2C(N(CC12)C)=O)NC1=NC(=NC=C1C(F)(F)F)NC1=CC=C(CP(OCC)(OCC)=O)C=C1 (Diethyl [4-({4-[(7-cyano-2-methyl-3-oxo-2,3-dihydro-1H-isoindol-4-yl)amino]-5-(trifluoromethyl)pyrimidin-2-yl}amino)benzyl]phosphonate), solid. Yield: 74.0%. Reaction SMILES: Br[C:2]1[CH:3]=[CH:4][C:5]([NH:13][C:14]2[C:19]([C:20]([F:23])([F:22])[F:21])=[CH:18][N:17]=[C:16]([NH:24][C:25]3[CH:39]=[CH:38][C:28]([CH2:29][P:30](=[O:37])([O:34][CH2:35][CH3:36])[O:31][CH2:32][CH3:33])=[CH:27][CH:26]=3)[N:15]=2)=[C:6]2[C:10]=1[CH2:9][N:8]([CH3:11])[C:7]2=[O:12].[CH3:40][N:41](C=O)C>[C-]#N.[Zn+2].[C-]#N.C1C=CC([P]([Pd]([P](C2C=CC=CC=2)(C2C=CC=CC=2)C2C=CC=CC=2)([P](C2C=CC=CC=2)(C2C=CC=CC=2)C2C=CC=CC=2)[P](C2C=CC=CC=2)(C2C=CC=CC=2)C2C=CC=CC=2)(C2C=CC=CC=2)C2C=CC=CC=2)=CC=1>[C:40]([C:2]1[CH:3]=[CH:4][C:5]([NH:13][C:14]2[C:19]([C:20]([F:22])([F:21])[F:23])=[CH:18][N:17]=[C:16]([NH:24][C:25]3[CH:39]=[CH:38][C:28]([CH2:29][P:30](=[O:37])([O:31][CH2:32][CH3:33])[O:34][CH2:35][CH3:36])=[CH:27][CH:26]=3)[N:15]=2)=[C:6]2[C:10]=1[CH2:9][N:8]([CH3:11])[C:7]2=[O:12])#[N:41] |f:2.3.4,^1:53,55,74,93|. Procedure details: A mixture of diethyl [4-({4-[(7-bromo-2-methyl-3-oxo-2,3-dihydro-1H-isoindol-4-yl)amino]-5-(trifluoromethyl)pyrimidin-2-yl}amino)benzyl]phosphonate (20.0 mg, 0.0318 mmol), zinc cyanide (3.74 mg, 0.0318 mmol), Pd(PPh3)4 (5.52 mg, 0.00477 mmol) in DMF (0.5 mL) was evacuated and purged with N2 three times. The mixture was irradiated in a microwave reactor at 150° C. for 5 minutes. The crude mixture was passed though a Thiol-SPE cartridge to remove Pd and subsequently purified by MDP. The title comp... The reactants are C(C)(=O)C=1C=CC(=C(C(=O)OC)C1)OC (Methyl 5-acetyl-2-methoxybenzoate), BrBr (bromine). Run in C(Cl)(Cl)Cl (chloroform), C(Cl)(Cl)Cl (chloroform). Yields the product BrCC(=O)C=1C=CC(=C(C(=O)OC)C1)OC (methyl 5-(2-bromoacetyl)-2-methoxybenzoate). Isolated yield 75.4%. RXN SMILES: [C:1]([C:4]1[CH:5]=[CH:6][C:7]([O:14][CH3:15])=[C:8]([CH:13]=1)[C:9]([O:11][CH3:12])=[O:10])(=[O:3])[CH3:2].[Br:16]Br>C(Cl)(Cl)Cl>[Br:16][CH2:2][C:1]([C:4]1[CH:5]=[CH:6][C:7]([O:14][CH3:15])=[C:8]([CH:13]=1)[C:9]([O:11][CH3:12])=[O:10])=[O:3]. Procedure details: To a solution of 52.0 g (0.25 mole) of this ketone in 400 ml of chloroform is added a solution of 40.0 g (0.25 mole) of bromine in 200 ml of chloroform at such a rate as reaction mixture decolorizes (50 minutes after a 25 minute initiation period). Solvent is evaporated and the residue recrystallized from methanol to give 54.1 g (75%) of methyl 5-(2-bromoacetyl)-2-methoxybenzoate, m.p. 149°-153° C. A second crop of 10.4 g is obtained from the mother liquor.